From a dataset of the Open Reaction Database (ORD), a public repository of structured organic reaction records. describe an organic reaction: reactants, conditions, products, and yield The reactants are NC1=C(C=CC=C1)NC(=O)NC1=CC=C(C[C@@H](CO)N(C(OC(C)(C)C)=O)C[C@@H](COC2=CC=CC=C2)O)C=C1 (tert-butyl N-[(1S)-1-[4-[[[(2-aminophenyl)amino]carbonyl]amino]benzyl]-2-hydroxyethyl]-N-[(2S)-2-hydroxy-3-phenoxypropyl]carbamate), solution, N1=CC=CC=C1 (pyridine), solution, CS(=O)(=O)Cl (methanesulfonyl chloride), FC(C(=O)O)(F)F (trifluoroacetic acid). Run in ClCCCl (1,2-dichloroethane), ClCCCl (1,2-dichloroethane), ClCCCl (1,2-dichloroethane), ClCCCl (1,2-dichloroethane). Reaction conditions: time 2 hour. Yields the product FC(C(=O)O)(F)F.OC[C@H](CC1=CC=C(C=C1)NC(=O)NC1=C(C=CC=C1)NS(=O)(=O)C)NC[C@@H](COC1=CC=CC=C1)O (N-[2-[[[[4-[(2S)-3-hydroxy-2-[[(2S)-2-hydroxy-3-phenoxypropyl]amino]propyl]phenyl]amino]-carbonyl]amino]phenyl]methanesulfonamide trifluoroacetate). RXN SMILES: [NH2:1][C:2]1[CH:7]=[CH:6][CH:5]=[CH:4][C:3]=1[NH:8][C:9]([NH:11][C:12]1[CH:40]=[CH:39][C:15]([CH2:16][C@H:17]([N:20]([CH2:28][C@H:29]([OH:38])[CH2:30][O:31][C:32]2[CH:37]=[CH:36][CH:35]=[CH:34][CH:33]=2)C(=O)OC(C)(C)C)[CH2:18][OH:19])=[CH:14][CH:13]=1)=[O:10].N1C=CC=CC=1.[CH3:47][S:48](Cl)(=[O:50])=[O:49].[F:52][C:53]([F:58])([F:57])[C:54]([OH:56])=[O:55]>ClCCCl>[F:52][C:53]([F:58])([F:57])[C:54]([OH:56])=[O:55].[OH:19][CH2:18][C@@H:17]([NH:20][CH2:28][C@H:29]([OH:38])[CH2:30][O:31][C:32]1[CH:37]=[CH:36][CH:35]=[CH:34][CH:33]=1)[CH2:16][C:15]1[CH:39]=[CH:40][C:12]([NH:11][C:9]([NH:8][C:3]2[CH:4]=[CH:5][CH:6]=[CH:7][C:2]=2[NH:1][S:48]([CH3:47])(=[O:50])=[O:49])=[O:10])=[CH:13][CH:14]=1 |f:5.6|. Procedure details: To a solution of tert-butyl N-[(1S)-1-[4-[[[(2-aminophenyl)amino]carbonyl]amino]benzyl]-2-hydroxyethyl]-N-[(2S)-2-hydroxy-3-phenoxypropyl]carbamate (20.0 mg) in 1,2-dichloroethane (200 μl) were added successively 1.0 M solution of pyridine in 1,2-dichloroethane (54.5 μl) and 1.0 M solution of methanesulfonyl chloride in 1,2-dichloroethane (43.6 μl) at room temperature. After stirring for 2 hours, the solvent was removed by evaporation and the residue was purified by a recycling preparative high ... Reactants: O (water), BrC=1N=C(C(N(C1)CC)=O)S(=O)(=O)CC1=CC=C(C=C1)Cl (5-bromo-3-[(4-chlorobenzyl)sulfonyl]-1-ethylpyrazin-2(1H)-one), tetrakis Pd(PPh3), C1(=CC=CC=C1)B(O)O (phenyl boronic acid), C([O-])([O-])=O.[Cs+].[Cs+] (cesium carbonate). Run in C1(=CC=CC=C1)C (toluene), C1(=CC=CC=C1)C (toluene). Yields the product ClC1=CC=C(CS(=O)(=O)C=2C(N(C=C(N2)C2=CC=CC=C2)CC)=O)C=C1 (3-[(4-chlorobenzyl)sulfonyl]-1-ethyl-5-phenylpyrazin-2(1H)-one). Yield: 26.2%. RXN SMILES: Br[C:2]1[N:3]=[C:4]([S:11]([CH2:14][C:15]2[CH:20]=[CH:19][C:18]([Cl:21])=[CH:17][CH:16]=2)(=[O:13])=[O:12])[C:5](=[O:10])[N:6]([CH2:8][CH3:9])[CH:7]=1.[C:22]1(B(O)O)[CH:27]=[CH:26][CH:25]=[CH:24][CH:23]=1.C(=O)([O-])[O-].[Cs+].[Cs+].O>C1(C)C=CC=CC=1>[Cl:21][C:18]1[CH:19]=[CH:20][C:15]([CH2:14][S:11]([C:4]2[C:5](=[O:10])[N:6]([CH2:8][CH3:9])[CH:7]=[C:2]([C:22]3[CH:27]=[CH:26][CH:25]=[CH:24][CH:23]=3)[N:3]=2)(=[O:13])=[O:12])=[CH:16][CH:17]=1 |f:2.3.4|. Procedure details: 200 mg (0.51 mM) of 5-bromo-3-[(4-chlorobenzyl)sulfonyl]-1-ethylpyrazin-2(1H)-one and 20 mg of tetrakis Pd(PPh3) in 4 ml of toluene were stirred for 10 min at room temperature under nitrogen atmosphere. 93.4 mg (0.77 mM) of phenyl boronic acid and 1.5 ml of a 2M cesium carbonate aqueous solution were added and the reaction mixture was refluxed under stirring for 1 h30. 10 ml of water and 10 ml of toluene were added, the organic layer was separated. The aqueous layer was extracted with toluene an... The product is N(N)C1=NC=CC(=C1)N1C(OC([C@@H]1C1=CC=CC=C1)(C)C)=O ((S)-3-(2-hydrazinylpyridin-4-yl)-5,5-dimethyl-4-phenyloxazolidin-2-one). Procedure details: A mixture of (S)-3-(2-chloropyridin-4-yl)-5,5-dimethyl-4-phenyloxazolidin-2-one (1.44 g, 4.76 mmol) and anhydrous hydrazine (7.46 mL, 238 mmol, commercially available from Sigma-Aldrich, Milwaukee, Wis.) was heated at 140° C. for 15 minutes. LC-MS indicated complete consumption of starting material with the desired product as the major product. After cooling to room temperature, the solution was concentrated under reduced pressure. The residue thus obtained was absorbed onto a plug of silica gel... The reactants are ClC1=NC=CC(=C1)N1C(OC([C@@H]1C1=CC=CC=C1)(C)C)=O ((S)-3-(2-chloropyridin-4-yl)-5,5-dimethyl-4-phenyloxazolidin-2-one), NN (hydrazine). Run at temperature 140 celsius. As a reaction SMILES: Cl[C:2]1[CH:7]=[C:6]([N:8]2[C@@H:12]([C:13]3[CH:18]=[CH:17][CH:16]=[CH:15][CH:14]=3)[C:11]([CH3:20])([CH3:19])[O:10][C:9]2=[O:21])[CH:5]=[CH:4][N:3]=1.[NH2:22][NH2:23]>>[NH:22]([C:2]1[CH:7]=[C:6]([N:8]2[C@@H:12]([C:13]3[CH:18]=[CH:17][CH:16]=[CH:15][CH:14]=3)[C:11]([CH3:20])([CH3:19])[O:10][C:9]2=[O:21])[CH:5]=[CH:4][N:3]=1)[NH2:23]. The reactants are C1CCOC1, CCOC(=O)c1cccc(C2COC(C)(C)O2)c1F, [Na+], [OH-]. Yields the product CC1(C)OCC(c2cccc(C(=O)O)c2F)O1. Reaction SMILES: [CH2:22]1[O:23][CH2:24][CH2:25][CH2:26]1.[CH3:1][C:2]1([CH3:19])[O:3][CH2:4][CH:5]([c:7]2[c:8]([F:18])[c:9]([C:10](=[O:11])[O:12][CH2:13][CH3:14])[cH:15][cH:16][cH:17]2)[O:6]1.[Na+:21].[OH-:20]>>[CH3:1][C:2]1([CH3:19])[O:3][CH2:4][CH:5]([c:7]2[c:8]([F:18])[c:9]([C:10](=[O:11])[OH:12])[cH:15][cH:16][cH:17]2)[O:6]1.